Dataset: the Open Reaction Database (ORD), a public repository of structured organic reaction records. Task: describe an organic reaction: reactants, conditions, products, and yield Reactants: [Si](C)(C)(C(C)(C)C)OCCNC1=C(C(=O)NC2=NNC3=CC=C(C=C23)CC2=CC(=CC(=C2)F)F)C=CC(=C1)N1CCN(CC1)C (2-[(2-{[tert-butyl(dimethyl)silyl]oxy}ethyl)amino]-N-[5-(3,5-difluorobenzyl)-1H-indazol-3-yl]-4-(4-methylpiperazin-1-yl)benzamide), CCCC[N+](CCCC)(CCCC)CCCC.[F-] (TBAF). Solvent: C1CCOC1 (THF), C1CCOC1 (THF). Reaction conditions: time 8 hour. Product: FC=1C=C(CC=2C=C3C(=NNC3=CC2)NC(C2=C(C=C(C=C2)N2CCN(CC2)C)NCCO)=O)C=C(C1)F (N-[5-(3,5-difluorobenzyl)-1H-indazol-3-yl]-2-[(2-hydroxyethyl)amino]-4-(4-methylpiperazin-1-yl)benzamide). Isolated yield 79.7%. As a reaction SMILES: [Si]([O:8][CH2:9][CH2:10][NH:11][C:12]1[CH:38]=[C:37]([N:39]2[CH2:44][CH2:43][N:42]([CH3:45])[CH2:41][CH2:40]2)[CH:36]=[CH:35][C:13]=1[C:14]([NH:16][C:17]1[C:25]2[C:20](=[CH:21][CH:22]=[C:23]([CH2:26][C:27]3[CH:32]=[C:31]([F:33])[CH:30]=[C:29]([F:34])[CH:28]=3)[CH:24]=2)[NH:19][N:18]=1)=[O:15])(C(C)(C)C)(C)C.CCCC[N+](CCCC)(CCCC)CCCC.[F-]>C1COCC1>[F:33][C:31]1[CH:32]=[C:27]([CH:28]=[C:29]([F:34])[CH:30]=1)[CH2:26][C:23]1[CH:24]=[C:25]2[C:20](=[CH:21][CH:22]=1)[NH:19][N:18]=[C:17]2[NH:16][C:14](=[O:15])[C:13]1[CH:35]=[CH:36][C:37]([N:39]2[CH2:40][CH2:41][N:42]([CH3:45])[CH2:43][CH2:44]2)=[CH:38][C:12]=1[NH:11][CH2:10][CH2:9][OH:8] |f:1.2|. Procedure details: 2-[(2-{[tert-butyl(dimethyl)silyl]oxy}ethyl)amino]-N-[5-(3,5-difluorobenzyl)-1H-indazol-3-yl]-4-(4-methylpiperazin-1-yl)benzamide (126 mg, 0.2 mmol) was dissolved in dry THF (3 mL) and 1M TBAF in THF (0.24 mL) was added at 0° C. The resulting solution was stirred overnight at room temperature. Reaction was quenched with water and extracted with ethyl acetate. Collected organic phases were dried over Na2SO4, filtered and evaporated to dryness. Residue was purified by column chromatography over si... The reactants are OS(=O)(=O)[O-].[K+].CCOCC (KHSO4 ether), C(C)OC(C(C)(C)OC1=CC=C(C=C1)CN)=O (2-(4-aminomethyl-phenoxy)-2-methyl-propionic acid ethyl ester), FC(OC1=CC=C(C=C1)C#CCCC(=O)O)(F)F (5-(4-trifluoromethoxy-phenyl)-pent-4-ynoic acid), Cl.CN(CCCN=C=NCC)C (N-(3-dimethylamino-propyl)-N′-ethyl-carbodiimide-hydrochloride). The solvent is ClCCl (dichloromethane). Reaction conditions: temperature 0 celsius, time 28 hour. Yields the product C(C)OC(C(C)(OC1=CC=C(C=C1)CNC(CCC#CC1=CC=C(C=C1)OC(F)(F)F)=O)C)=O (2-Methyl-2-(4-{[5-(4-trifluoromethoxy-phenyl)-pent-4-ynoylamino]-methyl}-phenoxy)-propionic acid ethyl ester). The yield is 47.3%. Reaction SMILES: [CH2:1]([O:3][C:4](=[O:17])[C:5]([O:8][C:9]1[CH:14]=[CH:13][C:12]([CH2:15][NH2:16])=[CH:11][CH:10]=1)([CH3:7])[CH3:6])[CH3:2].[F:18][C:19]([F:35])([F:34])[O:20][C:21]1[CH:26]=[CH:25][C:24]([C:27]#[C:28][CH2:29][CH2:30][C:31](O)=[O:32])=[CH:23][CH:22]=1.Cl.CN(C)CCCN=C=NCC.OS([O-])(=O)=O.[K+].CCOCC>ClCCl>[CH2:1]([O:3][C:4](=[O:17])[C:5]([CH3:7])([O:8][C:9]1[CH:10]=[CH:11][C:12]([CH2:15][NH:16][C:31](=[O:32])[CH2:30][CH2:29][C:28]#[C:27][C:24]2[CH:25]=[CH:26][C:21]([O:20][C:19]([F:34])([F:35])[F:18])=[CH:22][CH:23]=2)=[CH:13][CH:14]=1)[CH3:6])[CH3:2] |f:2.3,4.5.6|. Procedure: 0.16 g (0.68 mmol) of 2-(4-aminomethyl-phenoxy)-2-methyl-propionic acid ethyl ester [PCT Int. Appl. WO 2002/096895 A1] and 0.16 g (0.62 mmol) of 5-(4-trifluoromethoxy-phenyl)-pent-4-ynoic acid (example 29D]) were dissolved in 4 ml of dichloromethane. This solution was cooled to 0° C. and then 0.14 g (0.74 mmol) of N-(3-dimethylamino-propyl)-N′-ethyl-carbodiimide-hydrochloride was added and the reaction stirred for 28 hours at ambient temperature. It was subsequently poured into aqueous 10% KHSO4...